From a dataset of the Open Reaction Database (ORD), a public repository of structured organic reaction records. describe an organic reaction: reactants, conditions, products, and yield Starting materials: C(C1=CC=CC=C1)(=O)OC1=C(C=C(C2=CC=CC=C12)S(=O)(=O)O)N=NC1=NC=CC=C1 (4-Benzoyloxy-3-(2-pyridylazo)-1-naphthalenesulfonic acid), S(=O)(Cl)Cl (thionyl chloride). Solvent: CN(C=O)C (Dimethylformamide). Reaction conditions: time 1 hour. The product is C(C1=CC=CC=C1)(=O)OC1=C(C=C(C2=CC=CC=C12)S(=O)(=O)Cl)N=NC1=NC=CC=C1 (4-Benzoyloxy-3-(2-pyridylazo)-1-naphthalenesulfonyl chloride). RXN SMILES: [C:1]([O:9][C:10]1[C:19]2[C:14](=[CH:15][CH:16]=[CH:17][CH:18]=2)[C:13]([S:20](O)(=[O:22])=[O:21])=[CH:12][C:11]=1[N:24]=[N:25][C:26]1[CH:31]=[CH:30][CH:29]=[CH:28][N:27]=1)(=[O:8])[C:2]1[CH:7]=[CH:6][CH:5]=[CH:4][CH:3]=1.S(Cl)([Cl:34])=O>CN(C)C=O>[C:1]([O:9][C:10]1[C:19]2[C:14](=[CH:15][CH:16]=[CH:17][CH:18]=2)[C:13]([S:20]([Cl:34])(=[O:22])=[O:21])=[CH:12][C:11]=1[N:24]=[N:25][C:26]1[CH:31]=[CH:30][CH:29]=[CH:28][N:27]=1)(=[O:8])[C:2]1[CH:7]=[CH:6][CH:5]=[CH:4][CH:3]=1. Procedure details: 4-Benzoyloxy-3-(2-pyridylazo)-1-naphthalenesulfonic acid (70 g) was added to thionyl chloride (300 ml). Dimethylformamide (30 ml) was added in portions while the reaction mixture was being stirred. After 1 hour the starting material was all in solution. The reaction mixture was poured into a large quantity of ice after a further 4 hours' stirring. The product was filtered off and dissolved in chloroform. The chloroform layer was shaken with water to destroy any remaining thionyl chloride and dri... Reactants: FC=1C=NNC1 (4-fluoro-1H-pyrazole), N#CN (cyanamide), Cl (HCl). Run in O1CCOCC1 (dioxane), O1CCOCC1 (dioxane). Reaction conditions: time 2 hour. The product is Cl.FC=1C=NN(C1)C(=N)N (4-fluoro-1H-pyrazole-1-carboxamidine hydrochloride). Isolated yield 80.0%. As a reaction SMILES: [F:1][C:2]1[CH:3]=[N:4][NH:5][CH:6]=1.[N:7]#[C:8][NH2:9].[ClH:10]>O1CCOCC1>[ClH:10].[F:1][C:2]1[CH:3]=[N:4][N:5]([C:8]([NH2:9])=[NH:7])[CH:6]=1 |f:4.5|. Reported procedure: To 4-fluoro-1H-pyrazole, 28-d, (2 g, 23 mmol) and cyanamide (0.97 g, 23 mmol) in dioxane (5 mL) was added 4N HCl in dioxane (15 mL). The mixture was gently refluxed with stirring for 2 h under nitrogen. During the course of the reaction the product crystallizes. After cooling to room temperature, 10 mL of anhydrous ether was added and the mixture was allowed to stand for 30 min. The white solid was collected by filtration, washed with anhydrous ether and dried to constant weight in vacuuo provid... The reactants are COC=1C=C2C(=NC=NC2=CC1OC[C@@H]1OC1)OC=1C=C2C=C(NC2=CC1)C ((2R)-6-methoxy-4-(2-methylindol-5-yloxy)-7-(oxiran-2-ylmethoxy)quinazoline), C(C)NCC (diethylamine). Conditions: temperature 70 celsius, time 24 hour. As a reaction SMILES: [CH3:1][O:2][C:3]1[CH:4]=[C:5]2[C:10](=[CH:11][C:12]=1[O:13][CH2:14][C@H:15]1[CH2:17][O:16]1)[N:9]=[CH:8][N:7]=[C:6]2[O:18][C:19]1[CH:20]=[C:21]2[C:25](=[CH:26][CH:27]=1)[NH:24][C:23]([CH3:28])=[CH:22]2.[CH2:29]([NH:31][CH2:32][CH3:33])[CH3:30]>CN(C=O)C>[CH2:29]([N:31]([CH2:17][C@@H:15]([OH:16])[CH2:14][O:13][C:12]1[CH:11]=[C:10]2[C:5]([C:6]([O:18][C:19]3[CH:20]=[C:21]4[C:25](=[CH:26][CH:27]=3)[NH:24][C:23]([CH3:28])=[CH:22]4)=[N:7][CH:8]=[N:9]2)=[CH:4][C:3]=1[O:2][CH3:1])[CH2:32][CH3:33])[CH3:30]. Product: C(C)N(CC)C[C@H](COC1=C(C=C2C(=NC=NC2=C1)OC=1C=C2C=C(NC2=CC1)C)OC)O ((2R)-7-(3-(N,N-diethylamino)-2-hydroxypropoxy)-6-methoxy-4-(2-methylindol-5-yloxy)quinazoline). Procedure details: A mixture of (2R)-6-methoxy-4-(2-methylindol-5-yloxy)-7-(oxiran-2-ylmethoxy)quinazoline (300 mg, 0.79 mmol), (prepared as described for the starting material in Example 269), and diethylamine (0.25 ml, 2.38 mmol) in DMF (10 ml) was stirred at 70° C. for 24 hours and allowed to cool to ambient temperature. The solvents were removed in vacuo and the residue purified by silica column chromatography, gradient elution (dichloromethane, 5% methanol/95% dichloromethane, dichloromethane/methanol/0.88 am... The yield is 80.9%. Solvent: CN(C)C=O (DMF). Reactants: hydroxamic acid, C(=O)(O)[C@H]1[C@H](CC2=CC=CC=C12)O ((1R,2S)-1-carboxy-2-hydroxyindane), N(=NC(=O)OCC)C(=O)OCC (diethyl azodicarboxylate), C1(=CC=CC=C1)P(C1=CC=CC=C1)C1=CC=CC=C1 (triphenylphosphine), C(C)(=O)OCC (ethyl acetate). Run in O1CCCC1 (tetrahydrofuran). Yields the product N[C@@H]1[C@@H](CC2=CC=CC=C12)O ((1S,2R)-1-amino-2-indanol). RXN SMILES: C([C@@H:4]1[C:12]2[C:7](=[CH:8][CH:9]=[CH:10][CH:11]=2)[CH2:6][C@@H:5]1[OH:13])(O)=O.[N:14](C(OCC)=O)=NC(OCC)=O.C1(P(C2C=CC=CC=2)C2C=CC=CC=2)C=CC=CC=1.C(OCC)(=O)C>O1CCCC1>[NH2:14][C@H:4]1[C:12]2[C:7](=[CH:8][CH:9]=[CH:10][CH:11]=2)[CH2:6][C@H:5]1[OH:13]. Reported procedure: One gram of the hydroxamic acid of (1R,2S)-1-carboxy-2-hydroxyindane is reacted with equimolar amounts of diethyl azodicarboxylate and triphenylphosphine in tetrahydrofuran at room temperature using the procedure of Bittner, Grinberg and Kartoon (Tet. Lett. 23, 1965-8 (1974)). The product is isolated by acidification and extraction of the reaction mixture with ethyl acetate, followed by basification of the resulting aqueous solution with NaOH, extraction with methyl t-butyl ether, drying of the ... Yields the product O=S(=O)(c1ccc(CBr)cc1)N1CCN(c2ccccc2)CC1. As a reaction SMILES: [Br:13][CH2:14][c:15]1[cH:16][cH:17][c:18]([S:21](=[O:22])(=[O:23])[Cl:24])[cH:19][cH:20]1.[CH3:25][C:26]#[N:27].[CH3:29][CH2:30][O:31][CH2:32][CH3:33].[OH2:28].[c:1]1([N:7]2[CH2:8][CH2:9][NH:10][CH2:11][CH2:12]2)[cH:2][cH:3][cH:4][cH:5][cH:6]1>>[c:1]1([N:7]2[CH2:8][CH2:9][N:10]([S:21]([c:18]3[cH:17][cH:16][c:15]([CH2:14][Br:13])[cH:20][cH:19]3)(=[O:22])=[O:23])[CH2:11][CH2:12]2)[cH:2][cH:3][cH:4][cH:5][cH:6]1. Reactants: O=S(=O)(Cl)c1ccc(CBr)cc1, CC#N, CCOCC, O, c1ccc(N2CCNCC2)cc1. Reactants: Br\C(=C(\CC)/C1=CC=CC=C1)\C1=CC=C(C=C1)F ((Z)-1-Bromo-1-(4-fluorophenyl)-2-phenyl-1-butene), C(=O)C1=CC=C(C=C1)B(O)O (4-formylbenzene boronic acid), C([O-])([O-])=O.[Na+].[Na+] (sodium carbonate). Reagents/catalysts: C=1C=CC(=CC1)[P](C=2C=CC=CC2)(C=3C=CC=CC3)[Pd]([P](C=4C=CC=CC4)(C=5C=CC=CC5)C=6C=CC=CC6)([P](C=7C=CC=CC7)(C=8C=CC=CC8)C=9C=CC=CC9)[P](C=1C=CC=CC1)(C=1C=CC=CC1)C=1C=CC=CC1 (tetrakis(triphenylphosphine)palladium(0)). Run in COCCOC (DME). Product: C(=O)C1=CC=C(C=C1)/C(=C(/CC)\C1=CC=CC=C1)/C1=CC=C(C=C1)F ((E)-1-(4-formylphenyl)-1-(4-fluorophenyl)-2-phenyl-1-butene). Isolated yield 92.6%. As a reaction SMILES: Br/[C:2](/[C:12]1[CH:17]=[CH:16][C:15]([F:18])=[CH:14][CH:13]=1)=[C:3](\[C:6]1[CH:11]=[CH:10][CH:9]=[CH:8][CH:7]=1)/[CH2:4][CH3:5].[CH:19]([C:21]1[CH:26]=[CH:25][C:24](B(O)O)=[CH:23][CH:22]=1)=[O:20].C(=O)([O-])[O-].[Na+].[Na+]>COCCOC.C1C=CC([P]([Pd]([P](C2C=CC=CC=2)(C2C=CC=CC=2)C2C=CC=CC=2)([P](C2C=CC=CC=2)(C2C=CC=CC=2)C2C=CC=CC=2)[P](C2C=CC=CC=2)(C2C=CC=CC=2)C2C=CC=CC=2)(C2C=CC=CC=2)C2C=CC=CC=2)=CC=1>[CH:19]([C:21]1[CH:26]=[CH:25][C:24](/[C:2](/[C:12]2[CH:17]=[CH:16][C:15]([F:18])=[CH:14][CH:13]=2)=[C:3](\[C:6]2[CH:11]=[CH:10][CH:9]=[CH:8][CH:7]=2)/[CH2:4][CH3:5])=[CH:23][CH:22]=1)=[O:20] |f:2.3.4,^1:45,47,66,85|. Reported procedure: To a solution of the bromide 3 (2.0 g, 6.54 mmol) in DME (30 mL) was added 4-formylbenzene boronic acid (1.37 g, 9.11 mmol), tetrakis(triphenylphosphine)palladium(0) (800 mg, 0.7 mmol), and 2N aqueous sodium carbonate(4.8 mL, 9.6 mmol). After refluxing overnight the solvent was removed under reduced pressure and the residue was chromatographed (silica gel, 5% EtOAc/hexanes) to give the aldehyde (4) as a white solid (2.0 g, 92%): 1 H NMR (CDCl3) δ 9.83 (m, 1 H), 7.52 (d, J=8.4 Hz, 2 H), 7.15 (m, ... Reactants: COC(CC(CC(CCC1=CC=C(C=C1)O[Si](C)(C)C(C)(C)C)(C1=CC=CC=C1)O)=O)=O (7-[4-(tert-butyl-dimethyl-silanyloxy)-phenyl]-5-hydroxy-3-oxo-5-phenyl-heptanoic acid methyl ester), [OH-].[Na+].C1CCOC1 (NaOH THF), [F-].C(CCC)[N+](CCCC)(CCCC)CCCC (tetrabutylammonium fluoride), resultant crude material. The solvent is C1CCOC1 (THF). Yields the product OC1=CC(OC(C1)(C1=CC=CC=C1)CCC1=CC=C(C=C1)O)=O (4-Hydroxy-6-[2-(4-hydroxy-phenyl)-ethyl]-6-phenyl-5,6-dihydro-pyran-2-one). Reaction SMILES: C[O:2][C:3](=[O:32])[CH2:4][C:5](=[O:31])[CH2:6][C:7](O)([C:24]1[CH:29]=[CH:28][CH:27]=[CH:26][CH:25]=1)[CH2:8][CH2:9][C:10]1[CH:15]=[CH:14][C:13]([O:16][Si](C(C)(C)C)(C)C)=[CH:12][CH:11]=1.[F-].C([N+](CCCC)(CCCC)CCCC)CCC.[OH-].[Na+].C1COCC1>C1COCC1>[OH:31][C:5]1[CH2:6][C:7]([CH2:8][CH2:9][C:10]2[CH:11]=[CH:12][C:13]([OH:16])=[CH:14][CH:15]=2)([C:24]2[CH:25]=[CH:26][CH:27]=[CH:28][CH:29]=2)[O:32][C:3](=[O:2])[CH:4]=1 |f:1.2,3.4.5|. Procedure details: The title compound was prepared as described in General Method 7 and General Method 8 using 9.05 g (20 mmol) of 7-[4-(tert-butyl-dimethyl-silanyloxy)-phenyl]-5-hydroxy-3-oxo-5-phenyl-heptanoic acid methyl ester from the previous paragraph, 40 mL (40 mmol) of 1 M tetrabutylammonium fluoride and 20 mL of THF. The resultant crude material was combined with 800 mL of 0.1N NaOH:THF (9:1). After workup the product was purified by silica gel chromatography, eluting with MeOH:CH2Cl2 (5:95 to 10:90) gave...